Dataset: the Open Reaction Database (ORD), a public repository of structured organic reaction records. Task: describe an organic reaction: reactants, conditions, products, and yield The reactants are C1(=CC=CC=C1)C1OCC(CO1)OC(=O)C=1N=CC=2NC3=CC=C(C=C3C2C1COC)OCC1=CC=CC=C1 (6-benzyloxy-4-methoxymethyl-β-carboline-3carboxylic acid-(2-phenyl-1,3-dioxan-5-yl)-ester). Run in Cl (hydrochloric acid). Yields the product OCC(CO)OC(=O)C=1N=CC=2NC3=CC=C(C=C3C2C1COC)OCC1=CC=CC=C1 (6-benzyloxy-4-methoxymethyl-β-carboline-3-carboxylic acid-(1,3-dihydroxy-propan-2-yl)-ester). Isolated yield 89.0%. As a reaction SMILES: C1(C2[O:12][CH2:11][CH:10]([O:13][C:14]([C:16]3[N:17]=[CH:18][C:19]4[NH:20][C:21]5[C:26]([C:27]=4[C:28]=3[CH2:29][O:30][CH3:31])=[CH:25][C:24]([O:32][CH2:33][C:34]3[CH:39]=[CH:38][CH:37]=[CH:36][CH:35]=3)=[CH:23][CH:22]=5)=[O:15])[CH2:9][O:8]2)C=CC=CC=1>Cl>[OH:8][CH2:9][CH:10]([O:13][C:14]([C:16]1[N:17]=[CH:18][C:19]2[NH:20][C:21]3[C:26]([C:27]=2[C:28]=1[CH2:29][O:30][CH3:31])=[CH:25][C:24]([O:32][CH2:33][C:34]1[CH:35]=[CH:36][CH:37]=[CH:38][CH:39]=1)=[CH:23][CH:22]=3)=[O:15])[CH2:11][OH:12]. Reported procedure: 135 mg of 6-benzyloxy-4-methoxymethyl-β-carboline-3carboxylic acid-(2-phenyl-1,3-dioxan-5-yl)-ester under 10 ml of acetone and 100 ml of 4N hydrochloric acid is stirred for 1 hour at 80° C. bath temperature. The batch is concentrated by evaporation, taken up in aqueous ammonia and suctioned off. 100 mg of 6-benzyloxy-4-methoxymethyl-β-carboline-3-carboxylic acid-(1,3-dihydroxy-propan-2-yl)-ester of a melting point of 190°-192° C. is obtained. Starting materials: F\C(\C(=O)Cl)=C/C1=CC=CC=C1 ((Z)-α-fluorocinnamoyl chloride), N1=C(C=CC=C1)N1C(=NC2=C1C=CC=C2)\C=C\C2=CC=CC=C2 ((E)-1-(2-pyridyl)-2-styryl-1H-benzimidazole). Product: N1=C(C=CC=C1)NC1=C(C=CC=C1)N (N-(2-pyridyl)-o-phenylenediamine). As a reaction SMILES: F/C(=C\C1C=CC=CC=1)/C(Cl)=O.[N:13]1[CH:18]=[CH:17][CH:16]=[CH:15][C:14]=1[N:19]1[C:23]2[CH:24]=[CH:25][CH:26]=[CH:27][C:22]=2[N:21]=C1/C=C/C1C=CC=CC=1>>[N:13]1[CH:18]=[CH:17][CH:16]=[CH:15][C:14]=1[NH:19][C:23]1[CH:24]=[CH:25][CH:26]=[CH:27][C:22]=1[NH2:21]. Procedure: (Z)-α-fluorocinnamoyl chloride (Amino, Y.; Kawada, K.; Toi, K.; Kumashiro, I.; Fukushima, K. Chem. Pharm. Bull., 1988, 36, 4426) according to the preparation of (E)-1-(2-pyridyl)-2-styryl-1H-benzimidazole (Example 1, method A). MW: 315.35; mp: 124.5-125.3° C.; 1H-NMR (CDCl3) δ: 8.72-8.66 (1H, m), 7.94 (1H, ddd, J=7.3, 7.3, 1.8 Hz), 7.88-7.83 (1H, m), 7.62-7.55 (2H, m), 7.52-7.25 (8H, m), 7.00 (1H, d, J=38.5 Hz). Starting materials: CC#N, FC(F)(F)Oc1ccccc1N=C=S, CN(C)CCN1C(=O)c2cccc3cc4cccc(N)c4c(c23)C1=O. Yields the product CN(C)CCN1C(=O)c2cccc3cc4cccc(NC(=S)Nc5ccccc5OC(F)(F)F)c4c(c23)C1=O. As a reaction SMILES: [CH3:40][C:41]#[N:42].[F:26][C:27]([O:28][c:29]1[c:30]([N:35]=[C:36]=[S:37])[cH:31][cH:32][cH:33][cH:34]1)([F:38])[F:39].[NH2:1][c:2]1[cH:3][cH:4][cH:5][c:6]2[cH:7][c:8]3[c:9]4[c:10]([cH:23][cH:24][cH:25]3)[C:11](=[O:22])[N:12]([CH2:17][CH2:18][N:19]([CH3:20])[CH3:21])[C:13](=[O:16])[c:14]4[c:15]12>>[NH:1]([c:2]1[cH:3][cH:4][cH:5][c:6]2[cH:7][c:8]3[c:9]4[c:10]([cH:23][cH:24][cH:25]3)[C:11](=[O:22])[N:12]([CH2:17][CH2:18][N:19]([CH3:20])[CH3:21])[C:13](=[O:16])[c:14]4[c:15]12)[C:36]([NH:35][c:30]1[c:29]([O:28][C:27]([F:26])([F:38])[F:39])[cH:34][cH:33][cH:32][cH:31]1)=[S:37]. Reactants: N1C(CNC12CCCCC2)=O (1,4-diazaspiro[4,5]decan-2-one), O1C(CC(=O)OCC(C)C)C1 (2-methylpropyl 3,4-epoxybutanoate), O (water). Run in C(C)O (ethanol). Run at time 2 hour. Product: C1C(CN(C1=O)CC(=O)N)O (Oxiracetam). Reaction SMILES: [NH:1]1C2(CCCCC2)[NH:4][CH2:3][C:2]1=[O:11].[O:12]1[CH2:22][CH:13]1[CH2:14][C:15]([O:17]CC(C)C)=O.O>C(O)C>[CH2:14]1[C:15](=[O:17])[N:4]([CH2:3][C:2]([NH2:1])=[O:11])[CH2:22][CH:13]1[OH:12]. Procedure details: 1 g of 2,2-dimethyl-4-imidazolidinone ((5); R4 =R5 =CH3) (8.76 mmoles) are heated at 165° C. (external temperature) for 1 h 30 min with 2 g 2-methylpropyl 3,4-epoxybutanoate ((4); X=isobutyl) (12.64 mmoles). 0.17 ml of water and 5 ml ethanol are added, and boiling is continued for a further 2 h. The mixture is cooled and filtered. Oxiracetam is obtained as a white crystalline powder, m.p. 167°-70° C. The reactants are CC(C)(C)c1cc(CCNCCc2cc(C(C)(C)C)c(O)c(C(C)(C)C)c2)cc(C(C)(C)C)c1O, C=O, CCCCO. Product: CN(CCc1cc(C(C)(C)C)c(O)c(C(C)(C)C)c1)CCc1cc(C(C)(C)C)c(O)c(C(C)(C)C)c1. As a reaction SMILES: [C:1]([CH3:2])([CH3:3])([CH3:4])[c:5]1[cH:6][c:7]([CH2:16][CH2:17][NH:18][CH2:19][CH2:20][c:21]2[cH:22][c:23]([C:32]([CH3:33])([CH3:34])[CH3:35])[c:24]([OH:31])[c:25]([C:27]([CH3:28])([CH3:29])[CH3:30])[cH:26]2)[cH:8][c:9]([C:12]([CH3:13])([CH3:14])[CH3:15])[c:10]1[OH:11].[CH2:36]=[O:37].[CH2:38]([OH:39])[CH2:40][CH2:41][CH3:42]>>[C:1]([CH3:2])([CH3:3])([CH3:4])[c:5]1[cH:6][c:7]([CH2:16][CH2:17][N:18]([CH2:19][CH2:20][c:21]2[cH:22][c:23]([C:32]([CH3:33])([CH3:34])[CH3:35])[c:24]([OH:31])[c:25]([C:27]([CH3:28])([CH3:29])[CH3:30])[cH:26]2)[CH3:36])[cH:8][c:9]([C:12]([CH3:13])([CH3:14])[CH3:15])[c:10]1[OH:11]. Starting materials: C(C)(=O)C1=C(C(=C(CCl)C=C1)CCC)O (4-acetyl-3-hydroxy-2-propylbenzyl chloride), alcohol, C(CO)O (ethylene glycol). The product is C(C)(=O)C1=C(C(=C(COCCO)C=C1)CCC)O (2-(4-Acetyl-3-hydroxy-2-propylbenzyloxy)ethanol). As a reaction SMILES: [C:1]([C:4]1[CH:11]=[CH:10][C:7]([CH2:8]Cl)=[C:6]([CH2:12][CH2:13][CH3:14])[C:5]=1[OH:15])(=[O:3])[CH3:2].[CH2:16]([OH:19])[CH2:17][OH:18]>>[C:1]([C:4]1[CH:11]=[CH:10][C:7]([CH2:8][O:18][CH2:17][CH2:16][OH:19])=[C:6]([CH2:12][CH2:13][CH3:14])[C:5]=1[OH:15])(=[O:3])[CH3:2]. Procedure: Following the procedure of Example 48, 6.8 g. of 4-acetyl-3-hydroxy-2-propylbenzyl chloride and 150 ml. of ethylene glycol were reacted to provide 4.6 g. of the title alcohol. NMR. The reactants are ClC(Cl)Cl, O=S(=O)(O)Cl, c1ccn2ccnc2c1. The product is O=S(=O)(O)c1cnc2ccccn12. Reaction SMILES: [CH:15]([Cl:16])([Cl:17])[Cl:18].[Cl:1][S:2](=[O:3])(=[O:4])[OH:5].[n:6]1[cH:7][cH:8][n:9]2[c:10]1[cH:11][cH:12][cH:13][cH:14]2>>[S:2](=[O:3])(=[O:4])([OH:5])[c:8]1[cH:7][n:6][c:10]2[n:9]1[cH:14][cH:13][cH:12][cH:11]2.